From a dataset of the Open Reaction Database (ORD), a public repository of structured organic reaction records. describe an organic reaction: reactants, conditions, products, and yield Starting materials: CC(=O)OCCCCn1c(=O)sc2c(=O)[nH]c(N)nc21, [NH4+], [OH-]. Product: Nc1nc2c(sc(=O)n2CCCCO)c(=O)[nH]1. As a reaction SMILES: [NH2:1][c:2]1[nH:3][c:4](=[O:20])[c:5]2[c:6]([n:7]1)[n:8]([CH2:12][CH2:13][CH2:14][CH2:15][O:16][C:17](=[O:18])[CH3:19])[c:9](=[O:11])[s:10]2.[NH4+:22].[OH-:21]>>[NH2:1][c:2]1[nH:3][c:4](=[O:20])[c:5]2[c:6]([n:7]1)[n:8]([CH2:12][CH2:13][CH2:14][CH2:15][OH:16])[c:9](=[O:11])[s:10]2. The reactants are CC(CNC1=C(C=NC2=CC=CC=C12)N)C (N4 -(2-methylpropyl)-3,4-quinolinediamine), C(CC)(=O)O (propionic acid), O (water), [OH-].[NH4+] (ammonium hydroxide). Conditions: temperature 120 celsius. The product is C(C)C=1N(C2=C(C=NC=3C=CC=CC23)N1)CC(C)C (2-Ethyl-1-(2-methylpropyl)-1H-imidazo[4,5-c]quinoline). RXN SMILES: [CH3:1][CH:2]([CH3:16])[CH2:3][NH:4][C:5]1[C:14]2[C:9](=[CH:10][CH:11]=[CH:12][CH:13]=2)[N:8]=[CH:7][C:6]=1[NH2:15].O.[OH-].[NH4+].[C:20](O)(=O)[CH2:21][CH3:22]>>[CH2:21]([C:22]1[N:4]([CH2:3][CH:2]([CH3:16])[CH3:1])[C:5]2[C:14]3[CH:13]=[CH:12][CH:11]=[CH:10][C:9]=3[N:8]=[CH:7][C:6]=2[N:15]=1)[CH3:20] |f:2.3|. Procedure: A 16.55 g (0.077 mol) portion of N4 -(2-methylpropyl)-3,4-quinolinediamine (U.S. Pat. No. 4,689,338 example 16) was suspended in 100 mL of propionic acid and then heated at 120° C. for about 20 hours. After cooling to room temperature, the reaction mixture was poured into 300 mL of water, made basic with concentrated ammonium hydroxide, cooled in an ice bath and then extracted with diethyl ether. The volume of the ether extract was reduced under vacuum. The resulting precipitate was collected, r...